Dataset: the Open Reaction Database (ORD), a public repository of structured organic reaction records. Task: describe an organic reaction: reactants, conditions, products, and yield Reactants: S1C(=CC=C1)C=O (Thiophene-2-carboxaldehyde), C(C1=CC=CC=C1)(=O)CCC(=O)O (3-benzoylpropionic acid), C(C)(=O)OC(C)=O (acetic anhydride), fused potassium acetate. Run in C(Cl)(Cl)Cl (chloroform). Conditions: temperature 40 celsius, time 45 minute. The product is C1(=CC=CC=C1)C1=CC(C(O1)=O)=CC=1SC=CC1 (5-Phenyl-3-(2-thienylmethylene)-2-furanone). As a reaction SMILES: [S:1]1[CH:5]=[CH:4][CH:3]=[C:2]1[CH:6]=O.[C:8]([CH2:16][CH2:17][C:18]([OH:20])=[O:19])(=O)[C:9]1[CH:14]=[CH:13][CH:12]=[CH:11][CH:10]=1.C(OC(=O)C)(=O)C>C(Cl)(Cl)Cl>[C:9]1([C:8]2[O:20][C:18](=[O:19])[C:17](=[CH:6][C:2]3[S:1][CH:5]=[CH:4][CH:3]=3)[CH:16]=2)[CH:10]=[CH:11][CH:12]=[CH:13][CH:14]=1. Procedure: Thiophene-2-carboxaldehyde (27.4 cc), 3-benzoylpropionic acid (44.5 g), acetic anhydride (71 cc) and fused potassium acetate (20.5 g) are heated overnight at 80° C. The mixture is cooled to 40° C., chloroform is added and then poured onto crushed ice. Extraction is carried out with chloroform, the organic phase is washed with a decinormal sodium hydroxide solution, it is dried over magnesium sulfate and evaporated under reduced pressure. The residue is stirred for 45 minutes in 40°-60° petroleum... Reactants: O[C@@H]1CNC[C@@H]1O (cis-3,4-Dihydroxypyrrolidine), ClC=1C=C2C(=CN1)NC(=C2)C(=O)N[C@H]([C@@H](C(=O)O)O)CC2=CC=CC=C2 (3-(S)-[(5-Chloro-1H-pyrrolo[2,3-c]pyridine-2-carbonyl)amino]-2-(S)-hydroxy-4-phenylbutyric acid), C=1C=CC2=C(C1)N=NN2O (HOBt), CCN(C(C)C)C(C)C (DIPEA), CCN=C=NCCCN(C)C (EDCI). Solvent: CN(C)C=O (DMF), [Cl-].[Na+].O (brine). Reaction conditions: time 12 hour. Product: C(C1=CC=CC=C1)[C@@H]([C@@H](C(=O)N1CC(C(C1)O)O)O)NC(=O)C1=CC=2C(=CN=C(C2)Cl)N1 (5-Chloro-1H-pyrrolo[2,3-c]pyridine-2-carboxylic acid [1-(S)-benzyl-3-(3,4-dihydroxypyrrolidin-1-yl)-2-(S)-hydroxy-3-oxopropyl]amide). RXN SMILES: [OH:1][C@H:2]1[C@@H:6]([OH:7])[CH2:5][NH:4][CH2:3]1.[Cl:8][C:9]1[CH:10]=[C:11]2[CH:17]=[C:16]([C:18]([NH:20][C@@H:21]([CH2:27][C:28]3[CH:33]=[CH:32][CH:31]=[CH:30][CH:29]=3)[C@H:22]([OH:26])[C:23](O)=[O:24])=[O:19])[NH:15][C:12]2=[CH:13][N:14]=1.C1C=CC2N(O)N=NC=2C=1.CCN(C(C)C)C(C)C.CCN=C=NCCCN(C)C>CN(C=O)C.[Cl-].[Na+].O>[CH2:27]([C@H:21]([NH:20][C:18]([C:16]1[NH:15][C:12]2=[CH:13][N:14]=[C:9]([Cl:8])[CH:10]=[C:11]2[CH:17]=1)=[O:19])[C@H:22]([OH:26])[C:23]([N:4]1[CH2:5][CH:6]([OH:7])[CH:2]([OH:1])[CH2:3]1)=[O:24])[C:28]1[CH:33]=[CH:32][CH:31]=[CH:30][CH:29]=1 |f:6.7.8|. Procedure: cis-3,4-Dihydroxypyrrolidine (Preparation 23, 9 mg, 0.087 mmol) was added to a solution of 3-(S)-[(5-chloro-1H-pyrrolo[2,3-c]pyridine-2-carbonyl)amino]-2-(S)-hydroxy-4-phenylbutyric acid (EXAMPLE 124, 30 mg, 0.080 mmol), HOBt (14 mg, 0.091 mmol), DIPEA (31 μL, 0.18 mmol) and EDCI (18 mg, 0.094 mmol) in DMF (3 mL). After stirring for 12 h the mixture was added to diluted brine (100 mL, water/brine: 1/1). Extraction with ethyl acetate (4×25 mL), washing of the combined extracts with brine (50 mL) ... Reactants: CCCCCCc1nnc(-c2ccc3cc(OC(C)=O)ccc3c2)s1, CCO, Cl, [K+], [OH-], O. Product: CCCCCCc1nnc(-c2ccc3cc(O)ccc3c2)s1. Reaction SMILES: [CH2:3]([CH2:4][CH2:5][CH2:6][CH2:7][CH3:8])[c:9]1[s:10][c:11](-[c:14]2[cH:15][c:16]3[cH:17][cH:18][c:19]([O:24][C:25](=[O:26])[CH3:27])[cH:20][c:21]3[cH:22][cH:23]2)[n:12][n:13]1.[CH3:30][CH2:31][OH:32].[ClH:29].[K+:2].[OH-:1].[OH2:28]>>[CH2:3]([CH2:4][CH2:5][CH2:6][CH2:7][CH3:8])[c:9]1[s:10][c:11](-[c:14]2[cH:15][c:16]3[cH:17][cH:18][c:19]([OH:24])[cH:20][c:21]3[cH:22][cH:23]2)[n:12][n:13]1. The reactants are COC(=O)C=CC1=CC=C(S1)C(=O)O (5-(2-methoxycarbonyl-vinyl)-thiophene-2-carboxylic acid), C(C)(C)(C)OC([C@H](CN)NC(=O)OCC12CC3CC(CC(C1)C3)C2)=O ((2S)-2-(1-adamantylmethoxycarbonylamino)-3-amino-propionic acid tert-butyl ester). Run in C(C)(=O)OCC.CCCCCCC (ethyl acetate n-heptane). Yields the product COC(C=CC=1SC(=CC1)C(NC[C@@H](C(=O)OC(C)(C)C)NC(=O)OCC12CC3CC(CC(C1)C3)C2)=O)=O (3-(5-(((2S)-2-(1-Adamantylmethoxycarbonylamino)-2-tert-butoxycarbonylethyl)carbamoyl)-2-thienyl)-acrylic Acid Methyl Ester). The yield is 32.4%. RXN SMILES: [CH3:1][O:2][C:3]([CH:5]=[CH:6][C:7]1[S:11][C:10]([C:12]([OH:14])=O)=[CH:9][CH:8]=1)=[O:4].[C:15]([O:19][C:20](=[O:39])[C@@H:21]([NH:24][C:25]([O:27][CH2:28][C:29]12[CH2:38][CH:33]3[CH2:34][CH:35]([CH2:37][CH:31]([CH2:32]3)[CH2:30]1)[CH2:36]2)=[O:26])[CH2:22][NH2:23])([CH3:18])([CH3:17])[CH3:16]>C(OCC)(=O)C.CCCCCCC>[CH3:1][O:2][C:3](=[O:4])[CH:5]=[CH:6][C:7]1[S:11][C:10]([C:12](=[O:14])[NH:23][CH2:22][C@H:21]([NH:24][C:25]([O:27][CH2:28][C:29]23[CH2:36][CH:35]4[CH2:34][CH:33]([CH2:32][CH:31]([CH2:37]4)[CH2:30]2)[CH2:38]3)=[O:26])[C:20]([O:19][C:15]([CH3:18])([CH3:17])[CH3:16])=[O:39])=[CH:9][CH:8]=1 |f:2.3|. Procedure: The title compound was synthesized analogously to example 3, step a) from 360 mg (1.84 mmol) of 5-(2-methoxycarbonyl-vinyl)-thiophene-2-carboxylic acid and 650 mg (1.84 mmol) of (2S)-2-(1-adamantylmethoxycarbonylamino)-3-amino-propionic acid tert-butyl ester. After chromatography (silica gel; ethyl acetate/n-heptane (1/1, v/v)) 326 mg of the title compound were obtained as colourless crystals. Reactants: [BH4-], CCC(=CC(C=O)=NO)C(C)[N+](=O)[O-], CCO, Cl, [Na+]. The product is CCC(=CC(CO)=NO)C(C)[N+](=O)[O-]. As a reaction SMILES: [BH4-:15].[CH2:1]([CH3:2])[C:3](=[CH:4][C:5]([CH:6]=[O:7])=[N:8][OH:9])[CH:10]([CH3:11])[N+:12](=[O:13])[O-:14].[CH3:18][CH2:19][OH:20].[ClH:17].[Na+:16]>>[CH2:1]([CH3:2])[C:3](=[CH:4][C:5]([CH2:6][OH:7])=[N:8][OH:9])[CH:10]([CH3:11])[N+:12](=[O:13])[O-:14]. Reactants: Brc1cccc(CCOC2CCCCO2)c1, [Li]CCCC, C1CCOC1, CCCCCC, CN(C)C=O, ClCCl, O. Yields the product O=Cc1cccc(CCOC2CCCCO2)c1. As a reaction SMILES: [Br:1][c:2]1[cH:3][c:4]([CH2:8][CH2:9][O:10][CH:11]2[O:12][CH2:13][CH2:14][CH2:15][CH2:16]2)[cH:5][cH:6][cH:7]1.[CH2:17]([Li:18])[CH2:19][CH2:20][CH3:21].[CH2:33]1[O:34][CH2:35][CH2:36][CH2:37]1.[CH3:22][CH2:23][CH2:24][CH2:25][CH2:26][CH3:27].[CH3:28][N:29]([CH:30]=[O:31])[CH3:32].[Cl:38][CH2:39][Cl:40].[OH2:41]>>[c:2]1([CH:30]=[O:31])[cH:3][c:4]([CH2:8][CH2:9][O:10][CH:11]2[O:12][CH2:13][CH2:14][CH2:15][CH2:16]2)[cH:5][cH:6][cH:7]1.